From a dataset of the Open Reaction Database (ORD), a public repository of structured organic reaction records. describe an organic reaction: reactants, conditions, products, and yield The reactants are Br, CN=c1scc(CC(Cc2ccccc2)C(=O)OCc2ccccc2)n1C, CC(=O)O. Yields the product Br, CN=c1scc(CC(Cc2ccccc2)C(=O)O)n1C. As a reaction SMILES: [BrH:28].[CH2:1]([c:2]1[cH:3][cH:4][cH:5][cH:6][cH:7]1)[CH:8]([C:9](=[O:10])[O:11][CH2:12][c:13]1[cH:14][cH:15][cH:16][cH:17][cH:18]1)[CH2:19][c:20]1[n:21]([CH3:27])[c:22](=[N:25][CH3:26])[s:23][cH:24]1.[CH3:29][C:30](=[O:31])[OH:32]>>[BrH:28].[CH2:1]([c:2]1[cH:3][cH:4][cH:5][cH:6][cH:7]1)[CH:8]([C:9](=[O:10])[OH:11])[CH2:19][c:20]1[n:21]([CH3:27])[c:22](=[N:25][CH3:26])[s:23][cH:24]1.